Dataset: the Open Reaction Database (ORD), a public repository of structured organic reaction records. Task: describe an organic reaction: reactants, conditions, products, and yield Reactants: O=C([O-])[O-], CCc1nc2ccccc2[nH]1, Cn1c(CCN2CCC3(CC2)CC(O)C3)nc2c(N3CCOCC3)nc(Cl)nc21, [Cs+], [Cs+], C1COCCO1, O=C(C=Cc1ccccc1)C=Cc1ccccc1, O=C(C=Cc1ccccc1)C=Cc1ccccc1, O=C(C=Cc1ccccc1)C=Cc1ccccc1, [Pd], [Pd]. Product: CCc1nc2ccccc2n1-c1nc(N2CCOCC2)c2nc(CCN3CCC4(CC3)CC(O)C4)n(C)c2n1. RXN SMILES: [C:41](=[O:42])([O-:43])[O-:44].[CH2:30]([CH3:31])[c:32]1[nH:33][c:34]2[c:35]([n:36]1)[cH:37][cH:38][cH:39][cH:40]2.[Cl:1][c:2]1[n:3][c:4]([N:24]2[CH2:25][CH2:26][O:27][CH2:28][CH2:29]2)[c:5]2[n:6][c:7]([CH2:12][CH2:13][N:14]3[CH2:15][CH2:16][C:17]4([CH2:18][CH:19]([OH:21])[CH2:20]4)[CH2:22][CH2:23]3)[n:8]([CH3:11])[c:9]2[n:10]1.[Cs+:45].[Cs+:46].[O:47]1[CH2:48][CH2:49][O:50][CH2:51][CH2:52]1.[O:55]=[C:56]([CH:57]=[CH:58][c:59]1[cH:60][cH:61][cH:62][cH:63][cH:64]1)[CH:65]=[CH:66][c:67]1[cH:68][cH:69][cH:70][cH:71][cH:72]1.[O:73]=[C:74]([CH:75]=[CH:76][c:77]1[cH:78][cH:79][cH:80][cH:81][cH:82]1)[CH:83]=[CH:84][c:85]1[cH:86][cH:87][cH:88][cH:89][cH:90]1.[O:91]=[C:92]([CH:93]=[CH:94][c:95]1[cH:96][cH:97][cH:98][cH:99][cH:100]1)[CH:101]=[CH:102][c:103]1[cH:104][cH:105][cH:106][cH:107][cH:108]1.[Pd:53].[Pd:54]>>[c:2]1(-[n:33]2[c:32]([CH2:30][CH3:31])[n:36][c:35]3[c:34]2[cH:40][cH:39][cH:38][cH:37]3)[n:3][c:4]([N:24]2[CH2:25][CH2:26][O:27][CH2:28][CH2:29]2)[c:5]2[n:6][c:7]([CH2:12][CH2:13][N:14]3[CH2:15][CH2:16][C:17]4([CH2:18][CH:19]([OH:21])[CH2:20]4)[CH2:22][CH2:23]3)[n:8]([CH3:11])[c:9]2[n:10]1.